From a dataset of the Open Reaction Database (ORD), a public repository of structured organic reaction records. describe an organic reaction: reactants, conditions, products, and yield Reactants: Cl (hydrogen chloride), stannous chloride, CCOCC (ether), CC1=CC(=CC2=C1C(=NC1=C(S2(=O)=O)C=CC=C1)Cl)C(=O)[O-] (methyl-11-chlorodibenzo[b,f][1,4]thiazepin-3-carboxylate 5,5-dioxide), Cl (hydrogen chloride). The product is C1=CC(=CC2=C1C=NC1=C(S2(=O)=O)C=CC=C1)C(=O)OC (Methyl Dibenzo[b,f][1,4]thiazepin-3-carboxylate 5,5-Dioxide). Reaction SMILES: Cl.C[C:3]1[C:8]2[C:9](Cl)=[N:10][C:11]3[CH:19]=[CH:18][CH:17]=[CH:16][C:12]=3[S:13](=[O:15])(=[O:14])[C:7]=2[CH:6]=[C:5]([C:21]([O-:23])=[O:22])[CH:4]=1.[CH3:24]COCC>>[CH:3]1[C:8]2[CH:9]=[N:10][C:11]3[CH:19]=[CH:18][CH:17]=[CH:16][C:12]=3[S:13](=[O:14])(=[O:15])[C:7]=2[CH:6]=[C:5]([C:21]([O:23][CH3:24])=[O:22])[CH:4]=1. Procedure details: Stir a suspension of 12.766 gm (67.33 mmole) of anhydrous stannous chloride in 350 ml of dry ether while passing dry hydrogen chloride through the suspension at a rate sufficient to cause brisk reflut. When the suspension is saturated, add 5.63 gm 16,83 mmole) of methyl-11-chlorodibenzo[b,f][1,4]thiazepin-3-carboxylate 5,5-dioxide in portions over 15 minutes. Continue introduction of hydrogen chloride for 1 hour. Decant the ether layer and pour the residue into a mixture of 200 ml of ether and 1... The reactants are C(C)(C)(C)OC(NC1(CCC1)C1=CC=C(C=C1)C1=C(OC2=CC=C(C=C2C1=O)Br)C1=CC=CC=C1)=O ({1-[4-(6-Bromo-4-oxo-2-phenyl-4H-chromen-3-yl)-phenyl]-cyclobutyl}-carbamic acid tert-butyl ester), N1C=NC=C1 (imidazole), C([O-])([O-])=O.[Cs+].[Cs+] (cesium carbonate). The reagents and catalysts are S1C(=CC=C1)C(=O)[O-].[Cu+] (copper (I)thiophene-2-carboxylate). Run in CN1CCCC1=O (NMP), CO (methanol). Run at temperature 110 celsius, time 24 hour. Yields the product NC1(CCC1)C1=CC=C(C=C1)C1=C(OC2=CC=C(C=C2C1=O)N1C=NC=C1)C1=CC=CC=C1 (3-[4-(1-Amino-cyclobutyl)-phenyl]-6-imidazol-1-yl-2-phenyl-chromen-4-one). Yield: 13.8%. As a reaction SMILES: C(OC(=O)[NH:7][C:8]1([C:12]2[CH:17]=[CH:16][C:15]([C:18]3[C:27](=[O:28])[C:26]4[C:21](=[CH:22][CH:23]=[C:24](Br)[CH:25]=4)[O:20][C:19]=3[C:30]3[CH:35]=[CH:34][CH:33]=[CH:32][CH:31]=3)=[CH:14][CH:13]=2)[CH2:11][CH2:10][CH2:9]1)(C)(C)C.[NH:37]1[CH:41]=[CH:40][N:39]=[CH:38]1.C(=O)([O-])[O-].[Cs+].[Cs+]>CN1C(=O)CCC1.CO.S1C=CC=C1C([O-])=O.[Cu+]>[NH2:7][C:8]1([C:12]2[CH:13]=[CH:14][C:15]([C:18]3[C:27](=[O:28])[C:26]4[C:21](=[CH:22][CH:23]=[C:24]([N:37]5[CH:41]=[CH:40][N:39]=[CH:38]5)[CH:25]=4)[O:20][C:19]=3[C:30]3[CH:35]=[CH:34][CH:33]=[CH:32][CH:31]=3)=[CH:16][CH:17]=2)[CH2:9][CH2:10][CH2:11]1 |f:2.3.4,7.8|. Procedure details: {1-[4-(6-Bromo-4-oxo-2-phenyl-4H-chromen-3-yl)-phenyl]-cyclobutyl}-carbamic acid tert-butyl ester (55 mg, 0.1 mmol), imidazole (9 mg, 0.12 mmol), cesium carbonate (49 mg, 0.15 mmol) and copper (I)thiophene-2-carboxylate (4 mg, 0.02 mmol) were suspended in NMP (1.0 mL) in a microwave vial. The vial was sealed, evacuated and flushed twice with nitrogen. The mixture was heated conventionally at 110° C. for 24 hours. Due to incomplete reaction, the temperature was increased to 130° C. After a furthe... The reactants are CCOC(=O)Oc1ccc(C=CC(=O)NCC=C(C)CCC=C(C)C)cc1OC, CO, Cl, [Na+], [OH-]. The product is COc1cc(C=CC(=O)NCC=C(C)CCC=C(C)C)ccc1O. As a reaction SMILES: [CH2:1]([CH:2]=[C:3]([CH3:4])[CH2:5][CH2:6][CH:7]=[C:8]([CH3:9])[CH3:10])[NH:11][C:12]([CH:13]=[CH:14][c:15]1[cH:16][c:17]([O:27][CH3:28])[c:18]([O:21][C:22]([O:23][CH2:24][CH3:25])=[O:26])[cH:19][cH:20]1)=[O:29].[CH3:33][OH:34].[ClH:32].[Na+:31].[OH-:30]>>[CH2:1]([CH:2]=[C:3]([CH3:4])[CH2:5][CH2:6][CH:7]=[C:8]([CH3:9])[CH3:10])[NH:11][C:12]([CH:13]=[CH:14][c:15]1[cH:16][c:17]([O:27][CH3:28])[c:18]([OH:21])[cH:19][cH:20]1)=[O:29]. Starting materials: CN(C)c1ccccc1CN1CCC(Nc2cnc(C=CC(=O)O)cn2)C1, [Na+], O=C([O-])O, NOC1CCCCO1, CN(C)C=O, On1nnc2ccccc21. Product: CN(C)c1ccccc1CN1CCC(Nc2cnc(C=CC(=O)NOC3CCCCO3)cn2)C1. As a reaction SMILES: [CH3:1][N:2]([c:3]1[c:4]([CH2:5][N:6]2[CH2:7][CH:8]([NH:11][c:12]3[n:13][cH:14][c:15]([CH:18]=[CH:19][C:20](=[O:21])[OH:22])[n:16][cH:17]3)[CH2:9][CH2:10]2)[cH:23][cH:24][cH:25][cH:26]1)[CH3:27].[Na+:50].[O-:46][C:47]([OH:48])=[O:49].[O:28]1[CH:29]([O:34][NH2:35])[CH2:30][CH2:31][CH2:32][CH2:33]1.[O:51]=[CH:52][N:53]([CH3:54])[CH3:55].[OH:36][n:37]1[c:38]2[c:39]([cH:40][cH:41][cH:42][cH:43]2)[n:44][n:45]1>>[CH3:1][N:2]([c:3]1[c:4]([CH2:5][N:6]2[CH2:7][CH:8]([NH:11][c:12]3[n:13][cH:14][c:15]([CH:18]=[CH:19][C:20](=[O:21])[NH:35][O:34][CH:29]4[O:28][CH2:33][CH2:32][CH2:31][CH2:30]4)[n:16][cH:17]3)[CH2:9][CH2:10]2)[cH:23][cH:24][cH:25][cH:26]1)[CH3:27]. Starting materials: FC1=C(OC2=C(C(=CC(=C2)OC=2C=NC(=CC2)S(=O)(=O)CC)N)N)C(=CC=C1)F (3-(2,6-difluoro-phenoxy)-5-(6-ethanesulfonyl-pyridin-3-yloxy)-benzene-1,2-diamine), N1N=C(C=C1)C=O (1H-pyrazole-3-carboxaldehyde). The product is FC1=C(OC2=CC(=CC=3NC(=NC32)C3=NNC=C3)OC=3C=NC(=CC3)S(=O)(=O)CC)C(=CC=C1)F (4-(2,6-Difluoro-phenoxy)-6-(6-ethanesulfonyl-pyridin-3-yloxy)-2-(1H-pyrazol-3-yl)-1H-benzimidazole). As a reaction SMILES: [F:1][C:2]1[CH:28]=[CH:27][CH:26]=[C:25]([F:29])[C:3]=1[O:4][C:5]1[CH:10]=[C:9]([O:11][C:12]2[CH:13]=[N:14][C:15]([S:18]([CH2:21][CH3:22])(=[O:20])=[O:19])=[CH:16][CH:17]=2)[CH:8]=[C:7]([NH2:23])[C:6]=1[NH2:24].[NH:30]1[CH:34]=[CH:33][C:32]([CH:35]=O)=[N:31]1>>[F:29][C:25]1[CH:26]=[CH:27][CH:28]=[C:2]([F:1])[C:3]=1[O:4][C:5]1[C:6]2[N:24]=[C:35]([C:32]3[CH:33]=[CH:34][NH:30][N:31]=3)[NH:23][C:7]=2[CH:8]=[C:9]([O:11][C:12]2[CH:13]=[N:14][C:15]([S:18]([CH2:21][CH3:22])(=[O:20])=[O:19])=[CH:16][CH:17]=2)[CH:10]=1. Reported procedure: The entitled compound was obtained in the same method as in Example 202 or in accordance with the method or by combining it with an ordinary method but using 3-(2,6-difluoro-phenoxy)-5-(6-ethanesulfonyl-pyridin-3-yloxy)-benzene-1,2-diamine obtained in Example 268 and 1H-pyrazole-3-carboxaldehyde. The reactants are [Cl-].[NH4+] (ammonium chloride), [H-].[Na+] (sodium hydride), CCC(C(=O)OCC)P(=O)(OCC)OCC (triethyl 2-phosphonobutyrate), CNC=1C=C(C=CC1)C1=CC=C(C=C1)C=O (3′-methylaminobiphenyl-4-carbaldehyde). The solvent is O1CCCC1 (tetrahydrofuran). Conditions: time 8 hour. Product: CNC=1C=C(C=CC1)C1=CC=C(C=C1)\C=C(\C(=O)OCC)/CC (ethyl 2-[1-(3′-methylaminobiphenyl-4-yl)meth-(E)-ylidene]butyrate). Yield: 70.8%. RXN SMILES: [H-].[Na+].[CH3:3][CH2:4][CH:5](P(OCC)(OCC)=O)[C:6]([O:8][CH2:9][CH3:10])=[O:7].[CH3:19][NH:20][C:21]1[CH:22]=[C:23]([C:27]2[CH:32]=[CH:31][C:30]([CH:33]=O)=[CH:29][CH:28]=2)[CH:24]=[CH:25][CH:26]=1.[Cl-].[NH4+]>O1CCCC1>[CH3:19][NH:20][C:21]1[CH:22]=[C:23]([C:27]2[CH:32]=[CH:31][C:30](/[CH:33]=[C:5](\[CH2:4][CH3:3])/[C:6]([O:8][CH2:9][CH3:10])=[O:7])=[CH:29][CH:28]=2)[CH:24]=[CH:25][CH:26]=1 |f:0.1,4.5|. Reported procedure: 197 mg (4.9 mmol) of sodium hydride are added to a mixture of 1.2 mL (4.9 mmol) of triethyl 2-phosphonobutyrate and 415 mg of 3′-methylaminobiphenyl-4-carbaldehyde (2.0 mmol) in 10 mL of tetrahydrofuran. The reaction mixture is stirred at room temperature overnight, poured into saturated aqueous ammonium chloride solution and extracted with ethyl acetate. The organic phases are combined, washed with water and dried over sodium sulfate. The solvent is evaporated off and the residue (1.1 g) is pur... Starting materials: O=C([O-])O, CO, Cl, COCOc1ccc(-c2ccccn2)cc1C(=O)Nc1cc(C(F)(F)F)cc(C(F)(F)F)c1, [Na+]. RXN SMILES: [C:35](=[O:36])([O-:37])[OH:38].[CH3:40][OH:41].[ClH:1].[F:2][C:3]([c:4]1[cH:5][c:6]([NH:14][C:15]([c:16]2[c:17]([O:28][CH2:29][O:30][CH3:31])[cH:18][cH:19][c:20](-[c:22]3[n:23][cH:24][cH:25][cH:26][cH:27]3)[cH:21]2)=[O:32])[cH:7][c:8]([C:10]([F:11])([F:12])[F:13])[cH:9]1)([F:33])[F:34].[Na+:39]>>[F:2][C:3]([c:4]1[cH:5][c:6]([NH:14][C:15]([c:16]2[c:17]([OH:28])[cH:18][cH:19][c:20](-[c:22]3[n:23][cH:24][cH:25][cH:26][cH:27]3)[cH:21]2)=[O:32])[cH:7][c:8]([C:10]([F:11])([F:12])[F:13])[cH:9]1)([F:33])[F:34]. The product is O=C(Nc1cc(C(F)(F)F)cc(C(F)(F)F)c1)c1cc(-c2ccccn2)ccc1O.